describe an organic reaction: reactants, conditions, products, and yield From a dataset of the Open Reaction Database (ORD), a public repository of structured organic reaction records. Reactants: C(C)N1C=CCC1 (1-ethylpyrroline), epoxide, epoxide, Cl (hydrochloric acid), ClCl (chlorine), C(C(=O)[O-])(=O)[O-] (oxalate). The solvent is O (water). Product: C(C(=O)O)(=O)O.C(C)N1CC2C(C1)O2 (1-Ethyl-3,4-epoxy-pyrrolidine Oxalate). RXN SMILES: [CH2:1]([N:3]1[CH2:7][CH2:6][CH:5]=[CH:4]1)[CH3:2].Cl.ClCl.[C:11]([O-:16])(=[O:15])[C:12]([O-:14])=[O:13]>O>[C:11]([OH:16])(=[O:15])[C:12]([OH:14])=[O:13].[CH2:1]([N:3]1[CH2:7][CH:6]2[O:13][CH:5]2[CH2:4]1)[CH3:2] |f:5.6|. Procedure: A mixture of 61 g. (0.63 mole) of 1-ethylpyrroline, 50 ml. of concentrated aqueous hydrochloric acid and 600 ml. of water was treated with chlorine gas for 2.5 hr. The mixture was filtered through cotton and the filtrate was washed with two 100-ml. portions of methylene chloride. The aqueous layer was made basic with 20% sodium hydroxide, heated on a steam bath for 0.5 hr. and extracted with three 100-ml. portions of methylene chloride. The combined extracts were dried over anhydrous sodium sulf...